The task is: describe an organic reaction: reactants, conditions, products, and yield. This data is from the Open Reaction Database (ORD), a public repository of structured organic reaction records. The reactants are O=c1[nH]c(-c2ccc3c(c2)OCCO3)cc2ccccc12, O=P(Cl)(Cl)Cl. Yields the product Clc1nc(-c2ccc3c(c2)OCCO3)cc2ccccc12. Reaction SMILES: [CH2:1]1[O:2][c:3]2[cH:4][c:5](-[c:11]3[nH:12][c:13](=[O:21])[c:14]4[cH:15][cH:16][cH:17][cH:18][c:19]4[cH:20]3)[cH:6][cH:7][c:8]2[O:9][CH2:10]1.[P:22]([Cl:23])([Cl:24])([Cl:25])=[O:26]>>[CH2:1]1[O:2][c:3]2[cH:4][c:5](-[c:11]3[n:12][c:13]([Cl:24])[c:14]4[cH:15][cH:16][cH:17][cH:18][c:19]4[cH:20]3)[cH:6][cH:7][c:8]2[O:9][CH2:10]1. Reactants: Rac-1-pyridinil-2-yl-ethylamine, C1(CC1)NC1=NC(=NC=2N1N=CC2\C=C/2\C(NC(N2)=O)=O)S(=O)(=O)C ((Z)-5-((4-(cyclopropylamino)-2-(methylsulfonyl)pyrazolo[1,5-a][1,3,5]triazin-8-yl)methylene)imidazolidine-2,4-dione), C1(CC1)NC1=NC(=NC=2N1N=CC2\C=C/2\C(NC(N2)=O)=O)S(=O)C ((Z)-5-((4-(cyclopropylamino)-2-(methylsulfinyl)pyrazolo[1,5-a][1,3,5]triazin-8-yl)methylene)imidazolidine-2,4-dione), CC(C)O (2-propanol). Reaction conditions: temperature 90 celsius, time 6.5 hour. Yields the product C1(CC1)NC1=NC(=NC=2N1N=CC2\C=C/2\C(NC(N2)=O)=O)NC(C)C2=NC=CC=C2 ((Z)-5-((4-(cyclopropylamino)-2-(1-(pyridin-2-yl)ethylamino)pyrazolo[1,5-a][1,3,5]triazin-8-yl)methylene)imidazolidine-2,4-dione), solid. The yield is 88.0%. Reaction SMILES: [CH:1]1([NH:4][C:5]2[N:10]3[N:11]=[CH:12][C:13](/[CH:14]=[C:15]4/[C:16](=[O:21])[NH:17][C:18](=[O:20])[NH:19]/4)=[C:9]3[N:8]=[C:7](S(C)(=O)=O)[N:6]=2)[CH2:3][CH2:2]1.C1(NC2N3N=[CH:37][C:38](/[CH:39]=[C:40]4/[C:41](=O)[NH:42][C:43](=O)[NH:44]/4)=C3N=C(S(C)=O)N=2)CC1.[CH3:50]C(O)C>>[CH:1]1([NH:4][C:5]2[N:10]3[N:11]=[CH:12][C:13](/[CH:14]=[C:15]4/[C:16](=[O:21])[NH:17][C:18](=[O:20])[NH:19]/4)=[C:9]3[N:8]=[C:7]([NH:42][CH:41]([C:40]3[CH:39]=[CH:38][CH:37]=[CH:43][N:44]=3)[CH3:50])[N:6]=2)[CH2:3][CH2:2]1. Procedure: A (2:1) mixture of (Z)-5-((4-(cyclopropylamino)-2-(methylsulfonyl)pyrazolo[1,5-a][1,3,5]triazin-8-yl)methylene)imidazolidine-2,4-dione and (Z)-5-((4-(cyclopropylamino)-2-(methylsulfinyl)pyrazolo[1,5-a][1,3,5]triazin-8-yl)methylene)imidazolidine-2,4-dione (1.0 eq, 3.6 g, 10.08 mmol) was suspended in 2-propanol (40 ml). Rac-1-pyridinil-2-yl-ethylamine (2.0 eq, 2.47 g, 20.22 mmol) was added and the mixture stirred at 90° C. for 6.5 hours. The mixture was cooled down and the solid isolated by filtra...